This data is from the Open Reaction Database (ORD), a public repository of structured organic reaction records. The task is: describe an organic reaction: reactants, conditions, products, and yield The reactants are CC(C)Oc1c(C(N)=O)oc2ccc(OCc3ccccc3)cc12, CO, [H][H]. Product: CC(C)Oc1c(C(N)=O)oc2ccc(O)cc12. Reaction SMILES: [CH3:1][CH:2]([CH3:3])[O:4][c:5]1[c:6]([C:22](=[O:23])[NH2:24])[o:7][c:8]2[c:9]1[cH:10][c:11]([O:14][CH2:15][c:16]1[cH:17][cH:18][cH:19][cH:20][cH:21]1)[cH:12][cH:13]2.[CH3:27][OH:28].[H:25][H:26]>>[CH3:1][CH:2]([CH3:3])[O:4][c:5]1[c:6]([C:22](=[O:23])[NH2:24])[o:7][c:8]2[c:9]1[cH:10][c:11]([OH:14])[cH:12][cH:13]2. Reactants: C[O-], C[Si](C)(C)Cl, CCC(C)O, CO[Si](OC)(OC)C1CCCC1, [Na+]. The product is CCC(C)O[Si](OC)(OC)C1CCCC1. As a reaction SMILES: [CH3:18][O-:19].[CH3:21][Si:22]([CH3:23])([CH3:24])[Cl:25].[CH:13]([CH3:14])([CH2:15][CH3:16])[OH:17].[CH:1]1([Si:6]([O:7][CH3:8])([O:9][CH3:10])[O:11][CH3:12])[CH2:2][CH2:3][CH2:4][CH2:5]1.[Na+:20]>>[CH:1]1([Si:6]([O:7][CH3:8])([O:9][CH3:10])[O:17][CH:13]([CH3:14])[CH2:15][CH3:16])[CH2:2][CH2:3][CH2:4][CH2:5]1. The reactants are CN(C)C=O, [K+], [OH-], O, c1ccc2[nH]ccc2c1. Product: Nn1ccc2ccccc21. RXN SMILES: [CH3:1][N:2]([CH3:3])[CH:4]=[O:5].[K+:7].[OH-:6].[OH2:17].[cH:8]1[cH:9][cH:10][c:11]2[nH:12][cH:13][cH:14][c:15]2[cH:16]1>>[NH2:2][n:12]1[c:11]2[cH:10][cH:9][cH:8][cH:16][c:15]2[cH:14][cH:13]1. Reactants: C(C)(C)(C)OC(=O)N1CCN(CC1)C1=C(C=C(C=C1)OC)C#N (4-(2-cyano-4-methoxy-phenyl)-piperazine-1-carboxylic acid tert-butyl ester), [H][H] (hydrogen). Reagents/catalysts: [Ni] (Raney Nickel). Run in N.CCO (NH3 EtOH). Run at time 2.5 hour. Product: C(C)(C)(C)OC(=O)N1CCN(CC1)C1=C(C=C(C=C1)OC)CN (4-(2-Aminomethyl-4-methoxy-phenyl)-piperazine-1-carboxylic acid tert-butyl ester). Yield: 94.5%. As a reaction SMILES: [C:1]([O:5][C:6]([N:8]1[CH2:13][CH2:12][N:11]([C:14]2[CH:19]=[CH:18][C:17]([O:20][CH3:21])=[CH:16][C:15]=2[C:22]#[N:23])[CH2:10][CH2:9]1)=[O:7])([CH3:4])([CH3:3])[CH3:2].[H][H]>N.CCO.[Ni]>[C:1]([O:5][C:6]([N:8]1[CH2:13][CH2:12][N:11]([C:14]2[CH:19]=[CH:18][C:17]([O:20][CH3:21])=[CH:16][C:15]=2[CH2:22][NH2:23])[CH2:10][CH2:9]1)=[O:7])([CH3:4])([CH3:2])[CH3:3] |f:2.3|. Procedure details: To a solution of 4-(2-cyano-4-methoxy-phenyl)-piperazine-1-carboxylic acid tert-butyl ester (680 mg, 2.14 mmol) in NH3/EtOH (2M, 15 mL) was added Raney Nickel (5 mL slurry in water). The atmosphere was exchanged with hydrogen via balloon and the mixture was allowed to stir for 2.5 h. After this time the mixture was filtered through celite and concentrated to yield the title compound (650 mg). m/z (M+1) 321.57.